From a dataset of the Open Reaction Database (ORD), a public repository of structured organic reaction records. describe an organic reaction: reactants, conditions, products, and yield Starting materials: BrC=1C=C(OC=2C(=NC=CC2C)CN)C=C(C1)Cl (1-[3-(3-bromo-5-chlorophenoxy)-4-methylpyridin-2-yl]methanamine), [Cl-].[NH4+].N1N=C(C=2C1=NC=CC2)CC(=O)O (1H-pyrazolo[3,4-b]pyridin-3-ylacetic acid compound with ammonium chloride), C1=CC2=C(N=C1)N(N=N2)O (HOAT), TEA, C(CCl)Cl (EDC). Run in CN(C)C=O (DMF). Conditions: time 2.2 hour. Yields the product BrC=1C=C(OC=2C(=NC=CC2C)CC(C(=O)N)C2=NNC3=NC=CC=C32)C=C(C1)Cl ({[3-(3-bromo-5-chlorophenoxy)-4-methylpyridin-2-yl]methyl}-2-(1H-pyrazolo[3,4-b]pyridin-3-yl)acetamide). RXN SMILES: [Br:1][C:2]1[CH:3]=[C:4]([CH:15]=[C:16]([Cl:18])[CH:17]=1)[O:5][C:6]1[C:7]([CH2:13]N)=[N:8][CH:9]=[CH:10][C:11]=1[CH3:12].[Cl-].[NH4+].[NH:21]1[C:25]2=[N:26][CH:27]=[CH:28][CH:29]=[C:24]2[C:23]([CH2:30][C:31]([OH:33])=O)=[N:22]1.C1C=[N:38]C2N(O)N=NC=2C=1.C(Cl)CCl>CN(C=O)C>[Br:1][C:2]1[CH:3]=[C:4]([CH:15]=[C:16]([Cl:18])[CH:17]=1)[O:5][C:6]1[C:7]([CH2:13][CH:30]([C:23]2[C:24]3[C:25](=[N:26][CH:27]=[CH:28][CH:29]=3)[NH:21][N:22]=2)[C:31]([NH2:38])=[O:33])=[N:8][CH:9]=[CH:10][C:11]=1[CH3:12] |f:1.2.3|. Procedure: To a solution of 1-[3-(3-bromo-5-chlorophenoxy)-4-methylpyridin-2-yl]methanamine (125 mg, 0.382 mmol), 1H-pyrazolo[3,4-b]pyridin-3-ylacetic acid compound with ammonium chloride (1:1), (102 mg, 0.443 mmol), HOAT (5.2 mg, 0.038 mmol) and TEA (53 μL, 0.382 mmol) in DMF (2 mL) was added EDC (80 mg, 0.42 mmol), and the mixture was stirred for 2.2 hours. The mixture was then filtered and purified using Waters PrepPak column and eluting with a gradient of 5-95% ACN/H2O with 0.1% TFA. The desired fracti... The solvent is CO (methanol). Reaction conditions: temperature 60 celsius, time 2 hour. Reaction SMILES: Br.[C:2]([C:6]1[N:7]=[C:8]([CH2:11][CH2:12][O:13][C:14]2[CH:15]=[C:16]([CH:21]=[CH:22][CH:23]=2)[C:17]([O:19]C)=[O:18])[S:9][CH:10]=1)([CH3:5])([CH3:4])[CH3:3].[ClH:24]>CO>[ClH:24].[C:2]([C:6]1[N:7]=[C:8]([CH2:11][CH2:12][O:13][C:14]2[CH:15]=[C:16]([CH:21]=[CH:22][CH:23]=2)[C:17]([OH:19])=[O:18])[S:9][CH:10]=1)([CH3:5])([CH3:3])[CH3:4] |f:0.1,4.5|. The yield is 80.0%. The product is Cl.C(C)(C)(C)C=1N=C(SC1)CCOC=1C=C(C(=O)O)C=CC1 (3-[2-(4-tert-butyl-2-thiazolyl)ethoxy]benzoic acid hydrochloride). Starting materials: Br.C(C)(C)(C)C=1N=C(SC1)CCOC=1C=C(C(=O)OC)C=CC1 (methyl 3-[2-(4-tert-butyl-2-thiazolyl)ethoxy]benzoate hydrobromide), Cl (hydrochloric acid), Cl (hydrochloric acid). Reported procedure: A mixture of methyl 3-[2-(4-tert-butyl-2-thiazolyl)ethoxy]benzoate hydrobromide (102 mg, 0.25 mmol), methanol (1 ml) and 6 N hydrochloric acid (0.5 ml) was stirred at 60° C. for 2 hours, 6 N hydrochloric acid (1 ml) was added, and the mixture was and stirred at 110° C. for 2 hours. The reaction solution was cooled and concentrated under reduced pressure. The resulting solid material was collected by filtration and washed with acetonitrile and diethyl ether in that order to give 3-[2-(4-tert-buty... Reactants: [O-][Br+2]([O-])[O-], Br, CC(=O)Nc1ccccc1, ClCCl, Cl, [Na+], O. Yields the product CC(=O)Nc1ccc(Br)cc1. Reaction SMILES: [Br+2:2]([O-:3])([O-:4])[O-:5].[Br:1].[C:7]([CH3:8])(=[O:9])[NH:10][c:11]1[cH:12][cH:13][cH:14][cH:15][cH:16]1.[Cl:19][CH2:20][Cl:21].[ClH:17].[Na+:6].[OH2:18]>>[Br:2][c:14]1[cH:13][cH:12][c:11]([NH:10][C:7]([CH3:8])=[O:9])[cH:16][cH:15]1. Solvent: CO (methanol). The yield is 45.7%. Reported procedure: 1-(1H-Imidazol-4-yl)-1-[6-methoxy-5-(propen-2-yl)naphthalen-2-yl]-2-methyl-1-propanol (0.509 g) was dissolved in methanol (40 ml). To the solution was added 10% palladium carbon (0.260 g), and the mixture was stirred at room temperature for 5 h under hydrogen atmosphere (3 atoms). The catalyst was filtered off, and concentrated under reduced pressure. The obtained residue was purified by silica gel column chromatography (eluent, dichloromethane:methanol=50:1→20:1) to give the titled compound (0.... The reactants are N1C=NC(=C1)C(C(C)C)(O)C1=CC2=CC=C(C(=C2C=C1)C(=C)C)OC (1-(1H-Imidazol-4-yl)-1-[6-methoxy-5-(propen-2-yl)naphthalen-2-yl]-2-methyl-1-propanol). RXN SMILES: [NH:1]1[CH:5]=[C:4]([C:6]([C:11]2[CH:20]=[CH:19][C:18]3[C:13](=[CH:14][CH:15]=[C:16]([O:24][CH3:25])[C:17]=3[C:21]([CH3:23])=[CH2:22])[CH:12]=2)([OH:10])[CH:7]([CH3:9])[CH3:8])[N:3]=[CH:2]1>CO.[C].[Pd]>[NH:1]1[CH:5]=[C:4]([C:6]([C:11]2[CH:20]=[CH:19][C:18]3[C:13](=[CH:14][CH:15]=[C:16]([O:24][CH3:25])[C:17]=3[CH:21]([CH3:23])[CH3:22])[CH:12]=2)([OH:10])[CH:7]([CH3:9])[CH3:8])[N:3]=[CH:2]1 |f:2.3|. The reagents and catalysts are [C].[Pd] (palladium carbon). The product is N1C=NC(=C1)C(C(C)C)(O)C1=CC2=CC=C(C(=C2C=C1)C(C)C)OC (1-(1H-Imidazol-4-yl)-1-[6-methoxy-5-(propan-2-yl)naphthalen-2-yl]-2-methyl-1-propanol). Conditions: time 5 hour.